From a dataset of the Open Reaction Database (ORD), a public repository of structured organic reaction records. describe an organic reaction: reactants, conditions, products, and yield Reactants: CCS(=O)(=O)c1ccc(NC(=O)N(C)CCc2ccc(C(Nc3ccc4c(N(C(=O)OC(C)(C)C)C(=O)OC(C)(C)C)nccc4c3)C(=O)O)cc2)cc1C#N, CO. Yields the product CCS(=O)(=O)c1ccc(NC(=O)N(C)CCc2ccc(C(Nc3ccc4c(N(C(=O)OC(C)(C)C)C(=O)OC(C)(C)C)nccc4c3)C(=O)O)cc2)cc1CN. RXN SMILES: [C:1]([CH3:2])([CH3:3])([CH3:4])[O:5][C:6](=[O:7])[N:8]([c:9]1[n:10][cH:11][cH:12][c:13]2[cH:14][c:15]([NH:19][CH:20]([C:21](=[O:22])[OH:23])[c:24]3[cH:25][cH:26][c:27]([CH2:30][CH2:31][N:32]([C:33](=[O:34])[NH:35][c:36]4[cH:37][c:38]([C:47]#[N:48])[c:39]([S:42](=[O:43])(=[O:44])[CH2:45][CH3:46])[cH:40][cH:41]4)[CH3:49])[cH:28][cH:29]3)[cH:16][cH:17][c:18]12)[C:50](=[O:51])[O:52][C:53]([CH3:54])([CH3:55])[CH3:56].[CH3:57][OH:58]>>[C:1]([CH3:2])([CH3:3])([CH3:4])[O:5][C:6](=[O:7])[N:8]([c:9]1[n:10][cH:11][cH:12][c:13]2[cH:14][c:15]([NH:19][CH:20]([C:21](=[O:22])[OH:23])[c:24]3[cH:25][cH:26][c:27]([CH2:30][CH2:31][N:32]([C:33](=[O:34])[NH:35][c:36]4[cH:37][c:38]([CH2:47][NH2:48])[c:39]([S:42](=[O:43])(=[O:44])[CH2:45][CH3:46])[cH:40][cH:41]4)[CH3:49])[cH:28][cH:29]3)[cH:16][cH:17][c:18]12)[C:50](=[O:51])[O:52][C:53]([CH3:54])([CH3:55])[CH3:56]. Starting materials: C1CCOC1, Nc1nnc(C2CCCCC2)s1, NS(=O)(=O)c1ccc(Cl)c(C(=O)O)c1. The product is NS(=O)(=O)c1ccc(Cl)c(C(=O)Nc2nnc(C3CCCCC3)s2)c1. Reaction SMILES: [CH2:27]1[O:28][CH2:29][CH2:30][CH2:31]1.[CH:15]1([c:21]2[n:22][n:23][c:24]([NH2:26])[s:25]2)[CH2:16][CH2:17][CH2:18][CH2:19][CH2:20]1.[NH2:1][S:2](=[O:3])(=[O:4])[c:5]1[cH:6][cH:7][c:8]([Cl:14])[c:9]([C:10](=[O:11])[OH:12])[cH:13]1>>[NH2:1][S:2](=[O:3])(=[O:4])[c:5]1[cH:6][cH:7][c:8]([Cl:14])[c:9]([C:10](=[O:12])[NH:26][c:24]2[n:23][n:22][c:21]([CH:15]3[CH2:16][CH2:17][CH2:18][CH2:19][CH2:20]3)[s:25]2)[cH:13]1. Starting materials: CC=1C=CC=C2C=CC(=NC12)C1=CC=CC=C1 (8-methyl-2-phenylquinoline), [Se](=O)=O (selenium dioxide), [Se](=O)=O (selenium dioxide). Solvent: C(Cl)Cl (methylene chloride). Conditions: temperature 140 celsius, time 5 hour. Yields the product C1(=CC=CC=C1)C1=NC2=C(C=CC=C2C=C1)C=O (2-Phenyl-quinoline-8-aldehyde). Yield: 43.3%. Reaction SMILES: [CH3:1][C:2]1[CH:3]=[CH:4][CH:5]=[C:6]2[C:11]=1[N:10]=[C:9]([C:12]1[CH:17]=[CH:16][CH:15]=[CH:14][CH:13]=1)[CH:8]=[CH:7]2.[Se](=O)=[O:19]>C(Cl)Cl>[C:12]1([C:9]2[CH:8]=[CH:7][C:6]3[C:11](=[C:2]([CH:1]=[O:19])[CH:3]=[CH:4][CH:5]=3)[N:10]=2)[CH:17]=[CH:16][CH:15]=[CH:14][CH:13]=1. Procedure details: 8.46 g of 8-methyl-2-phenylquinoline [compare Atwell, G. J. et al., J. Med. Chem. 32, 396-401 (1989)] are mixed with 8.9 g (80 mmol) of selenium dioxide and heated first to 140° C. with stirring, then to 160° C. for 5 hours. The mixture is cooled, a further 2.5 g of selenium dioxide are added and the mixture is stirred at 160° C. for 2.5 hours. It is cooled, stirred with methylene chloride, the solid is filtered off and the filtrate is concentrated. The mixture obtained is purified by flash chro... Starting materials: ClC=1C=C(CBr)C=CC1Cl (3,4-Dichlorobenzyl bromide), C(C)(=O)OC=1C=C2C=C(NC2=CC1)C(=O)OCC (ethyl 5-acetoxyindole-2-carboxylate), C([O-])([O-])=O.[K+].[K+] (potassium carbonate). Run in C(C)#N (acetonitrile). Conditions: temperature 80 celsius. Yields the product C(C)(=O)OC=1C=C2C=C(N(C2=CC1)CC1=CC(=C(C=C1)Cl)Cl)C(=O)OCC (Ethyl 5-acetoxy-N-(3,4-dichlorobenzyl)indole-2-carboxylate). Yield: 62.5%. Reaction SMILES: [Cl:1][C:2]1[CH:3]=[C:4]([CH:7]=[CH:8][C:9]=1[Cl:10])[CH2:5]Br.[C:11]([O:14][C:15]1[CH:16]=[C:17]2[C:21](=[CH:22][CH:23]=1)[NH:20][C:19]([C:24]([O:26][CH2:27][CH3:28])=[O:25])=[CH:18]2)(=[O:13])[CH3:12].C(=O)([O-])[O-].[K+].[K+]>C(#N)C>[C:11]([O:14][C:15]1[CH:16]=[C:17]2[C:21](=[CH:22][CH:23]=1)[N:20]([CH2:5][C:4]1[CH:7]=[CH:8][C:9]([Cl:10])=[C:2]([Cl:1])[CH:3]=1)[C:19]([C:24]([O:26][CH2:27][CH3:28])=[O:25])=[CH:18]2)(=[O:13])[CH3:12] |f:2.3.4|. Procedure: 3,4-Dichlorobenzyl bromide (5.96 g) was added to a stirred solution of ethyl 5-acetoxyindole-2-carboxylate (5.4 g) and potassium carbonate (6.94 g) in acetonitrile (500 ml) under an atmosphere of argon. The reaction was heated at 80° C. for 16 hours, then concentrated in vacuo and the residue partitioned between ethyl acetate and water. Combined organic extracts were washed with water, saturated aqueous sodium chloride and dried (MgSO4). The solvent was removed in vacuo and the residue was tritu...